Dataset: the Open Reaction Database (ORD), a public repository of structured organic reaction records. Task: describe an organic reaction: reactants, conditions, products, and yield The reactants are N#Cc1cc(F)cc(S(=O)(=O)c2sc3c(ccc[n+]3[O-])c2Br)c1, CC(=O)O, O=[N+]([O-])O. The product is N#Cc1cc(F)cc(S(=O)(=O)c2sc3c(cc([N+](=O)[O-])c[n+]3[O-])c2Br)c1. As a reaction SMILES: [Br:1][c:2]1[c:3]([S:12](=[O:13])(=[O:14])[c:15]2[cH:16][c:17]([C:22]#[N:23])[cH:18][c:19]([F:21])[cH:20]2)[s:4][c:5]2[n+:6]([O-:11])[cH:7][cH:8][cH:9][c:10]12.[CH3:28][C:29](=[O:30])[OH:31].[OH:24][N+:25]([O-:26])=[O:27]>>[Br:1][c:2]1[c:3]([S:12](=[O:13])(=[O:14])[c:15]2[cH:16][c:17]([C:22]#[N:23])[cH:18][c:19]([F:21])[cH:20]2)[s:4][c:5]2[n+:6]([O-:11])[cH:7][c:8]([N+:25](=[O:24])[O-:26])[cH:9][c:10]12. Starting materials: C(C1=CC=CC=C1)OC(=O)N(CC)CC1=C(C=CC(=C1)C(F)(F)F)C1=CC(=CC=C1)CC(=O)O ({2′-[(Benzyloxycarbonyl-ethyl-amino)-methyl]-4′-trifluoromethyl-biphenyl-3-yl}-acetic acid). The reagents and catalysts are [Pd] (palladium on carbon). Solvent: CCO (EtOH). Reaction conditions: time 3 hour. Product: C(C)NCC1=C(C=CC(=C1)C(F)(F)F)C1=CC(=CC=C1)CC(=O)O ((2′-Ethylaminomethyl-4′ trifluoromethyl-biphenyl-3-yl)-acetic acid). As a reaction SMILES: C(OC([N:11]([CH2:14][C:15]1[CH:20]=[C:19]([C:21]([F:24])([F:23])[F:22])[CH:18]=[CH:17][C:16]=1[C:25]1[CH:30]=[CH:29][CH:28]=[C:27]([CH2:31][C:32]([OH:34])=[O:33])[CH:26]=1)[CH2:12][CH3:13])=O)C1C=CC=CC=1>CCO.[Pd]>[CH2:12]([NH:11][CH2:14][C:15]1[CH:20]=[C:19]([C:21]([F:22])([F:24])[F:23])[CH:18]=[CH:17][C:16]=1[C:25]1[CH:30]=[CH:29][CH:28]=[C:27]([CH2:31][C:32]([OH:34])=[O:33])[CH:26]=1)[CH3:13]. Procedure: {2′-[(Benzyloxycarbonyl-ethyl-amino)-methyl]-4′-trifluoromethyl-biphenyl-3-yl}-acetic acid (0.16 g, 0.34 mmol) in EtOH (7 mL) was treated with 10% palladium on carbon (0.072 g), and the reaction was stirred under a balloon of H2 for 3 hours to give the title compound. Reactants: C(OC(Cl)(Cl)Cl)(OC(Cl)(Cl)Cl)=O (bis(trichloromethyl) carbonate), C1(CC1)N(CCN)C (N(1)-cyclopropyl-N(1)-methyl-ethane-1,2-diamine), [C@H]1(CCC2=CC=CC=C12)NC1=NC2=CC=C(C=C2C=C1)N ((R)—N2-indan-1-yl-quinoline-2,6-diamine). Reported procedure: The title compound was prepared in accordance with the general method 4 described in example 16 from bis(trichloromethyl) carbonate, N(1)-cyclopropyl-N(1)-methyl-ethane-1,2-diamine and (R)—N2-indan-1-yl-quinoline-2,6-diamine; MS: m/e=416.6 (M+H+). Reaction SMILES: [C:1](=[O:12])(OC(Cl)(Cl)Cl)OC(Cl)(Cl)Cl.[CH:13]1([N:16]([CH3:20])[CH2:17][CH2:18][NH2:19])[CH2:15][CH2:14]1.[C@H:21]1([NH:30][C:31]2[CH:40]=[CH:39][C:38]3[C:33](=[CH:34][CH:35]=[C:36]([NH2:41])[CH:37]=3)[N:32]=2)[C:29]2[C:24](=[CH:25][CH:26]=[CH:27][CH:28]=2)[CH2:23][CH2:22]1>>[CH:13]1([N:16]([CH3:20])[CH2:17][CH2:18][NH:19][C:1]([NH:41][C:36]2[CH:37]=[C:38]3[C:33](=[CH:34][CH:35]=2)[N:32]=[C:31]([NH:30][C@H:21]2[C:29]4[C:24](=[CH:25][CH:26]=[CH:27][CH:28]=4)[CH2:23][CH2:22]2)[CH:40]=[CH:39]3)=[O:12])[CH2:15][CH2:14]1. The product is C1(CC1)N(CCNC(=O)NC=1C=C2C=CC(=NC2=CC1)N[C@@H]1CCC2=CC=CC=C12)C (1-[2-(Cyclopropyl-methyl-amino)-ethyl]-3-[2-((R)-indan-1-ylamino)-quinolin-6-yl]-urea). Starting materials: COC(=O)Cc1ccccc1OCc1cc(OCc2nc(-c3ccccc3)sc2C)no1, CO, Cl, [Na+], C1CCOC1, [OH-], O. Yields the product Cc1sc(-c2ccccc2)nc1COc1cc(COc2ccccc2CC(=O)O)on1. Reaction SMILES: [CH3:1][c:2]1[c:3]([CH2:13][O:14][c:15]2[n:16][o:17][c:18]([CH2:20][O:21][c:22]3[c:23]([CH2:28][C:29](=[O:30])[O:31][CH3:32])[cH:24][cH:25][cH:26][cH:27]3)[cH:19]2)[n:4][c:5](-[c:7]2[cH:8][cH:9][cH:10][cH:11][cH:12]2)[s:6]1.[CH3:42][OH:43].[ClH:40].[Na+:39].[O:33]1[CH2:34][CH2:35][CH2:36][CH2:37]1.[OH-:38].[OH2:41]>>[CH3:1][c:2]1[c:3]([CH2:13][O:14][c:15]2[n:16][o:17][c:18]([CH2:20][O:21][c:22]3[c:23]([CH2:28][C:29](=[O:30])[OH:31])[cH:24][cH:25][cH:26][cH:27]3)[cH:19]2)[n:4][c:5](-[c:7]2[cH:8][cH:9][cH:10][cH:11][cH:12]2)[s:6]1. Reactants: NC1CC2=CC=CC=C2C1 (2-Aminoindane), CN(C1(CCC(CC1)=O)C1=CC=CC=C1)C (4-dimethylamino-4-phenylcyclohexanone), C(C)(=O)O (acetic acid), C(C)(=O)O[BH-](OC(C)=O)OC(C)=O.[Na+] (sodium triacetoxyborohydride). Run in ClCCCl (1,2-dichloroethane). Reaction conditions: time 24 hour. The product is C1C(CC2=CC=CC=C12)NC1CCC(CC1)(N(C)C)C1=CC=CC=C1 (N′-Indan-2-yl-N,N-dimethyl-1-phenyl-cyclohexane-1,4-diamine). Isolated yield 73.2%. Reaction SMILES: [NH2:1][CH:2]1[CH2:10][C:9]2[C:4](=[CH:5][CH:6]=[CH:7][CH:8]=2)[CH2:3]1.[CH3:11][N:12]([CH3:26])[C:13]1([C:20]2[CH:25]=[CH:24][CH:23]=[CH:22][CH:21]=2)[CH2:18][CH2:17][C:16](=O)[CH2:15][CH2:14]1.C(O)(=O)C.C(O[BH-](OC(=O)C)OC(=O)C)(=O)C.[Na+]>ClCCCl>[CH2:3]1[C:4]2[C:9](=[CH:8][CH:7]=[CH:6][CH:5]=2)[CH2:10][CH:2]1[NH:1][CH:16]1[CH2:15][CH2:14][C:13]([C:20]2[CH:21]=[CH:22][CH:23]=[CH:24][CH:25]=2)([N:12]([CH3:26])[CH3:11])[CH2:18][CH2:17]1 |f:3.4|. Procedure details: 2-Aminoindane (266 mg, 2 mmol) and 4-dimethylamino-4-phenylcyclohexanone (434 mg, 2 mmol) were dissolved in dry 1,2-dichloroethane (10 ml) under argon. Glacial acetic acid (2 mmol) and sodium triacetoxyborohydride (600 mg) were added to this mixture and the mixture was stirred for 24 hours at RT. For working up, the mixture was concentrated and the residue was adjusted to pH 11 with five molar sodium hydroxide solution. The alkaline phase was diluted with water (10 ml) and extracted with ethyl a...